This data is from the Open Reaction Database (ORD), a public repository of structured organic reaction records. The task is: describe an organic reaction: reactants, conditions, products, and yield Reactants: C1=C(C2=NNCCCCCCCC2)CCCCCCCCC1, SCc1ccccc1, CCOC(C)=O, COc1ccc2sc(C(N)=O)c(Cl)c2c1, CN(C)C=O. Product: COc1ccc2sc(C(N)=O)c(SCc3ccccc3)c2c1. Reaction SMILES: [C:24]1([C:25]2=[CH:35][CH2:34][CH2:33][CH2:32][CH2:31][CH2:30][CH2:29][CH2:28][CH2:27][CH2:26]2)=[N:45][NH:44][CH2:43][CH2:42][CH2:41][CH2:40][CH2:39][CH2:38][CH2:37][CH2:36]1.[CH2:1]([c:2]1[cH:3][cH:4][cH:5][cH:6][cH:7]1)[SH:8].[CH3:51][CH2:52][O:53][C:54](=[O:55])[CH3:56].[Cl:9][c:10]1[c:11]2[c:12]([s:13][c:14]1[C:15](=[O:16])[NH2:17])[cH:18][cH:19][c:20]([O:22][CH3:23])[cH:21]2.[O:46]=[CH:47][N:48]([CH3:49])[CH3:50]>>[CH2:1]([c:2]1[cH:3][cH:4][cH:5][cH:6][cH:7]1)[S:8][c:10]1[c:11]2[c:12]([s:13][c:14]1[C:15](=[O:16])[NH2:17])[cH:18][cH:19][c:20]([O:22][CH3:23])[cH:21]2. Reactants: O=C=O, CCOC(=O)c1c(I)c2cc(-c3ccc(C(F)(F)F)cc3)ccc2n1-c1ccc(OC2CCCC2)cc1, C1CCOC1. Yields the product CCOC(=O)c1c(C(=O)O)c2cc(-c3ccc(C(F)(F)F)cc3)ccc2n1-c1ccc(OC2CCCC2)cc1. RXN SMILES: [C:38](=[O:39])=[O:40].[CH2:1]([CH3:2])[O:3][C:4](=[O:5])[c:6]1[n:7](-[c:26]2[cH:27][cH:28][c:29]([O:32][CH:33]3[CH2:34][CH2:35][CH2:36][CH2:37]3)[cH:30][cH:31]2)[c:8]2[cH:9][cH:10][c:11](-[c:16]3[cH:17][cH:18][c:19]([C:22]([F:23])([F:24])[F:25])[cH:20][cH:21]3)[cH:12][c:13]2[c:14]1[I:15].[CH2:41]1[O:42][CH2:43][CH2:44][CH2:45]1>>[CH2:1]([CH3:2])[O:3][C:4](=[O:5])[c:6]1[n:7](-[c:26]2[cH:27][cH:28][c:29]([O:32][CH:33]3[CH2:34][CH2:35][CH2:36][CH2:37]3)[cH:30][cH:31]2)[c:8]2[cH:9][cH:10][c:11](-[c:16]3[cH:17][cH:18][c:19]([C:22]([F:23])([F:24])[F:25])[cH:20][cH:21]3)[cH:12][c:13]2[c:14]1[C:38](=[O:39])[OH:40]. As a reaction SMILES: C(O[C:6]([NH:8][CH:9]=[CH:10][CH:11]=[CH:12][CH:13]([CH3:15])[CH3:14])=O)(C)(C)C.[C:16]1(=O)[NH:20][C:19](=O)[CH:18]=[CH:17]1.[H-].[Al+3].[Li+].[H-].[H-].[H-].[OH-].[Na+]>C(O)C.O.O1CCCC1>[CH:13]([CH:12]1[CH:18]2[CH:17]([CH2:16][NH:20][CH2:19]2)[CH:9]([NH:8][CH3:6])[CH:10]=[CH:11]1)([CH3:15])[CH3:14] |f:2.3.4.5.6.7,8.9|. Yield: 18.7%. Solvent: O (water), O (water), O1CCCC1 (tetrahydrofuran), C(C)O (ethanol), O (water). Procedure: 50 g (0.24 mol) of 1-(tert.-butyloxycarbonylamino)-5-methyl-1,3-hexadiene are stirred together with 23 g (0.24 mol) of maleimide in 75 ml of ethanol and 75 ml of water under reflux for 24 hours. After cooling, the solid is filtered off with suction and rinsed with water to give, after drying, 56.3 g (76% of theory) of a solid of melting point 192°-195° C. 15 g (0.049 mol) are stirred together with 11 g (0.29 mol) of lithium aluminium hydride in 300 ml of tetrahydrofuran under reflux for 10 hours... Reactants: [H-].[Al+3].[Li+].[H-].[H-].[H-] (lithium aluminium hydride), C(C)(C)(C)OC(=O)NC=CC=CC(C)C (1-(tert.-butyloxycarbonylamino)-5-methyl-1,3-hexadiene), C1(C=CC(N1)=O)=O (maleimide), 10, [OH-].[Na+] (sodium hydroxide). The product is C(C)(C)C1C=CC(C2CNCC12)NC (7-Isopropyl-4-methylamino-1,3,3a,4,7,7a-hexahydroisoindole).